From a dataset of the Open Reaction Database (ORD), a public repository of structured organic reaction records. describe an organic reaction: reactants, conditions, products, and yield Reactants: COC=1C=C(C=C(C1OC)OC)C1=NC=CC(=C1)C=O (2-(3,4,5-Trimethoxyphenyl)pyridine-4-carboaldehyde), C(C)OP(=O)(OCC)CC(=O)OCC (ethyl diethylphosphonoacetate), C([O-])([O-])=O.[K+].[K+] (potassium carbonate). Solvent: C(C)(C)(C)O (tert-butanol). Reaction conditions: time 3 hour. Product: COC=1C=C(C=C(C1OC)OC)C1=NC=CC(=C1)C=CC(=O)OCC (Ethyl 3-[2-(3,4,5-Trimethoxyphenyl)-pyridin-4-yl]propenoate). RXN SMILES: [CH3:1][O:2][C:3]1[CH:4]=[C:5]([C:13]2[CH:18]=[C:17]([CH:19]=O)[CH:16]=[CH:15][N:14]=2)[CH:6]=[C:7]([O:11][CH3:12])[C:8]=1[O:9][CH3:10].C(OP([CH2:29][C:30]([O:32][CH2:33][CH3:34])=[O:31])(OCC)=O)C.C(=O)([O-])[O-].[K+].[K+]>C(O)(C)(C)C>[CH3:12][O:11][C:7]1[CH:6]=[C:5]([C:13]2[CH:18]=[C:17]([CH:19]=[CH:29][C:30]([O:32][CH2:33][CH3:34])=[O:31])[CH:16]=[CH:15][N:14]=2)[CH:4]=[C:3]([O:2][CH3:1])[C:8]=1[O:9][CH3:10] |f:2.3.4|. Procedure: 2-(3,4,5-Trimethoxyphenyl)pyridine-4-carboaldehyde (507 mg) and ethyl diethylphosphonoacetate (570 μL) were dissolved in tert-butanol (16 mL), and to the solution potassium carbonate (438 mg) was added. The mixture was stirred for 3 hours under reflux and concentrated under reduced pressure. The residue was dissolved in chloroform, and the solution was washed with saturated brine, dried over anhydrous magnesium sulfate and then concentrated under reduced pressure. The residue was purified by col...